Dataset: the Open Reaction Database (ORD), a public repository of structured organic reaction records. Task: describe an organic reaction: reactants, conditions, products, and yield Procedure: The title compound is prepared using (S)-2-acetylamino-3-[3-benzyloxy-4-(1,1,4-trioxo-1,2,5-thiadiazolidin-2-yl)-phenyl]-propionic acid and 2-(4-aminobutoxy)-6-benzyloxybenzoic acid methyl ester (Example 110, step C) analogous to Example 131, step C. The product is COC(C1=C(C=CC=C1OCC1=CC=CC=C1)OCCCCNC([C@H](CC1=CC(=C(C=C1)N1S(NC(C1)=O)(=O)=O)OCC1=CC=CC=C1)NC(C)=O)=O)=O (2-(4-{(S)-2-Acetylamino-3-[3-benzyloxy-4-(1,1,4-trioxo-1,2,5-thiadiazolidin-2-yl)-phenyl]-propionylamino}-butoxy)-6-benzyloxybenzoic Acid Methyl Ester). As a reaction SMILES: [C:1]([NH:4][C@@H:5]([CH2:9][C:10]1[CH:15]=[CH:14][C:13]([N:16]2[CH2:20][C:19](=[O:21])[NH:18][S:17]2(=[O:23])=[O:22])=[C:12]([O:24][CH2:25][C:26]2[CH:31]=[CH:30][CH:29]=[CH:28][CH:27]=2)[CH:11]=1)[C:6](O)=[O:7])(=[O:3])[CH3:2].[CH3:32][O:33][C:34](=[O:55])[C:35]1[C:40]([O:41][CH2:42][C:43]2[CH:48]=[CH:47][CH:46]=[CH:45][CH:44]=2)=[CH:39][CH:38]=[CH:37][C:36]=1[O:49][CH2:50][CH2:51][CH2:52][CH2:53][NH2:54]>>[CH3:32][O:33][C:34](=[O:55])[C:35]1[C:40]([O:41][CH2:42][C:43]2[CH:44]=[CH:45][CH:46]=[CH:47][CH:48]=2)=[CH:39][CH:38]=[CH:37][C:36]=1[O:49][CH2:50][CH2:51][CH2:52][CH2:53][NH:54][C:6](=[O:7])[C@@H:5]([NH:4][C:1](=[O:3])[CH3:2])[CH2:9][C:10]1[CH:15]=[CH:14][C:13]([N:16]2[CH2:20][C:19](=[O:21])[NH:18][S:17]2(=[O:23])=[O:22])=[C:12]([O:24][CH2:25][C:26]2[CH:27]=[CH:28][CH:29]=[CH:30][CH:31]=2)[CH:11]=1. Reactants: C(C)(=O)N[C@H](C(=O)O)CC1=CC(=C(C=C1)N1S(NC(C1)=O)(=O)=O)OCC1=CC=CC=C1 ((S)-2-acetylamino-3-[3-benzyloxy-4-(1,1,4-trioxo-1,2,5-thiadiazolidin-2-yl)-phenyl]-propionic acid), COC(C1=C(C=CC=C1OCC1=CC=CC=C1)OCCCCN)=O (2-(4-Aminobutoxy)-6-benzyloxybenzoic Acid Methyl Ester). The reactants are COC=1C=CC2=C(C(NCCS2)=O)C1 (7-Methoxy-5-oxo-2,3,4,5-tetrahydro-1,4-benzothiazepine), [H-].[H-].[H-].[H-].[Li+].[Al+3] (LiAlH4), Na2SO4.10H2O. Product: COC=1C=CC2=C(CNCCS2)C1 (7-Methoxy-2,3,4,5-tetrahydro-1,4-benzothiazepine). The solvent is C1CCOC1 (THF). Reaction SMILES: [CH3:1][O:2][C:3]1[CH:4]=[CH:5][C:6]2[S:12][CH2:11][CH2:10][NH:9][C:8](=O)[C:7]=2[CH:14]=1.[H-].[H-].[H-].[H-].[Li+].[Al+3]>C1COCC1>[CH3:1][O:2][C:3]1[CH:4]=[CH:5][C:6]2[S:12][CH2:11][CH2:10][NH:9][CH2:8][C:7]=2[CH:14]=1 |f:1.2.3.4.5.6|. Procedure details: 7-Methoxy-5-oxo-2,3,4,5-tetrahydro-1,4-benzothiazepine (0.300 g) was treated with LiAlH4 (0.160 g) in THF (10 ml) at reflux overnight. The mixture was cooled to room temperature and Na2SO4.10H2O was added slowly to quench the reaction. The resulting mixture was stirred at room temperature for 1 hour and filtered through a short celite column. Removal of the solvents led to the desired product as a colorless oil. Reaction conditions: time 1 hour.